Task: describe an organic reaction: reactants, conditions, products, and yield. Dataset: the Open Reaction Database (ORD), a public repository of structured organic reaction records The reactants are O=C([O-])[O-], C1COCCN1, CC#N, [I-], [K+], [K+], [K+], Nc1c(C(=O)c2cccc(NCCCCl)c2)cnn1-c1ccc(F)cc1. The product is Nc1c(C(=O)c2cccc(NCCCN3CCOCC3)c2)cnn1-c1ccc(F)cc1. Reaction SMILES: [C:33](=[O:34])([O-:35])[O-:36].[CH2:27]1[CH2:28][O:29][CH2:30][CH2:31][NH:32]1.[CH3:41][C:42]#[N:43].[I-:40].[K+:37].[K+:38].[K+:39].[NH2:1][c:2]1[c:3]([C:14]([c:15]2[cH:16][c:17]([NH:21][CH2:22][CH2:23][CH2:24][Cl:25])[cH:18][cH:19][cH:20]2)=[O:26])[cH:4][n:5][n:6]1-[c:7]1[cH:8][cH:9][c:10]([F:13])[cH:11][cH:12]1>>[NH2:1][c:2]1[c:3]([C:14]([c:15]2[cH:16][c:17]([NH:21][CH2:22][CH2:23][CH2:24][N:32]3[CH2:27][CH2:28][O:29][CH2:30][CH2:31]3)[cH:18][cH:19][cH:20]2)=[O:26])[cH:4][n:5][n:6]1-[c:7]1[cH:8][cH:9][c:10]([F:13])[cH:11][cH:12]1. The product is COC(=O)c1csc(NC(=O)C(Cc2ccc(C(N)=O)cc2)N2C(=O)NC(c3ccc4c(c3)OCO4)C2=O)n1. Reaction SMILES: [C:41](=[O:42])([OH:43])[O-:44].[CH3:1][O:2][C:3](=[O:4])[c:5]1[n:6][c:7]([NH:10][C:11]([CH:12]([CH2:13][c:14]2[cH:15][cH:16][c:17]([C:20]([NH2:21])=[O:22])[cH:18][cH:19]2)[N:23]2[C:24](=[O:39])[NH:25][C:26]([OH:29])([c:30]3[cH:31][c:32]4[c:33]([cH:37][cH:38]3)[O:34][CH2:35][O:36]4)[C:27]2=[O:28])=[O:40])[s:8][cH:9]1.[CH3:46][C:47](=[O:48])[OH:49].[Na+:45].[Zn:50]>>[CH3:1][O:2][C:3](=[O:4])[c:5]1[n:6][c:7]([NH:10][C:11]([CH:12]([CH2:13][c:14]2[cH:15][cH:16][c:17]([C:20]([NH2:21])=[O:22])[cH:18][cH:19]2)[N:23]2[C:24](=[O:39])[NH:25][CH:26]([c:30]3[cH:31][c:32]4[c:33]([cH:37][cH:38]3)[O:34][CH2:35][O:36]4)[C:27]2=[O:28])=[O:40])[s:8][cH:9]1. Reactants: O=C([O-])O, COC(=O)c1csc(NC(=O)C(Cc2ccc(C(N)=O)cc2)N2C(=O)NC(O)(c3ccc4c(c3)OCO4)C2=O)n1, CC(=O)O, [Na+], [Zn].